From a dataset of the Open Reaction Database (ORD), a public repository of structured organic reaction records. describe an organic reaction: reactants, conditions, products, and yield The reactants are O=C1CCC(=O)N1Br, CCOC(C)=O, Cc1c(-c2ccccc2)sc2c1c(=O)c(C(=O)C(C)C)cn2Cc1c(F)cccc1F, CC(C)(C#N)N=NC(C)(C)C#N. Product: CC(C)C(=O)c1cn(Cc2c(F)cccc2F)c2sc(-c3ccccc3)c(CBr)c2c1=O. As a reaction SMILES: [Br:32][N:33]1[C:34](=[O:35])[CH2:36][CH2:37][C:38]1=[O:39].[CH3:52][CH2:53][O:54][C:55](=[O:56])[CH3:57].[F:1][c:2]1[c:3]([CH2:4][n:5]2[c:6]3[c:7]([c:8](=[O:16])[c:9]([C:11]([CH:12]([CH3:13])[CH3:14])=[O:15])[cH:10]2)[c:17]([CH3:26])[c:18](-[c:20]2[cH:21][cH:22][cH:23][cH:24][cH:25]2)[s:19]3)[c:27]([F:31])[cH:28][cH:29][cH:30]1.[N:40]#[C:41][C:42]([N:43]=[N:44][C:45]([C:46]#[N:47])([CH3:48])[CH3:49])([CH3:50])[CH3:51]>>[F:1][c:2]1[c:3]([CH2:4][n:5]2[c:6]3[c:7]([c:8](=[O:16])[c:9]([C:11]([CH:12]([CH3:13])[CH3:14])=[O:15])[cH:10]2)[c:17]([CH2:26][Br:32])[c:18](-[c:20]2[cH:21][cH:22][cH:23][cH:24][cH:25]2)[s:19]3)[c:27]([F:31])[cH:28][cH:29][cH:30]1.